This data is from the Open Reaction Database (ORD), a public repository of structured organic reaction records. The task is: describe an organic reaction: reactants, conditions, products, and yield Product: ClC=1C=C(CC=2NC(C(=C(N2)NCC2=C(C=CC=C2)OC)C#N)=O)C=CC1 (2-(3-Chlorobenzyl)-4-[(2-methoxybenzyl)amino]-6-oxo-1,6-dihydropyrimidine-5-carbonitrile). Starting materials: ClC=1C=C(CC=2NC(C(=C(N2)SC)C#N)=O)C=CC1 (2-(3-chlorobenzyl)-4-(methylsulphanyl)-6-oxo-1,6-dihydropyrimidine-5-carbonitrile), COC1=C(CN)C=CC=C1 (2-methoxybenzylamine). Reaction SMILES: [Cl:1][C:2]1[CH:3]=[C:4]([CH:17]=[CH:18][CH:19]=1)[CH2:5][C:6]1[NH:7][C:8](=[O:16])[C:9]([C:14]#[N:15])=[C:10](SC)[N:11]=1.[CH3:20][O:21][C:22]1[CH:29]=[CH:28][CH:27]=[CH:26][C:23]=1[CH2:24][NH2:25]>>[Cl:1][C:2]1[CH:3]=[C:4]([CH:17]=[CH:18][CH:19]=1)[CH2:5][C:6]1[NH:7][C:8](=[O:16])[C:9]([C:14]#[N:15])=[C:10]([NH:25][CH2:24][C:23]2[CH:26]=[CH:27][CH:28]=[CH:29][C:22]=2[O:21][CH3:20])[N:11]=1. Reported procedure: In analogy to the preparation of Example 1, 100 mg (0.34 mmol) of 2-(3-chlorobenzyl)-4-(methylsulphanyl)-6-oxo-1,6-dihydropyrimidine-5-carbonitrile are reacted with 470 mg (3.43 mmol) of 2-methoxybenzylamine to give 37 mg (28% of theory) of the title compound. Procedure: A mixture of EXAMPLE 133A (16 mg) and sodium hydroxide (200 μl) in tetrahydrofuran (0.5 ml) and methanol (0.5 ml) was stirred overnight, neutralized with diluted HCl, and concentrated. The residue was purified by RPHPLC to provide the desired product. 1H NMR (500 MHz, dimethyl sulfoxide-d6) δ 14.24 (s, 1H), 8.14 (d, J=8.54 Hz, 1H), 7.86 (dd, J=7.48, 5.65 Hz, 2H), 7.35-7.61 (m, 5H), 7.18-7.36 (m, 3H), 7.12 (d, J=7.32 Hz, 1H), 7.06 (d, J=7.02 Hz, 1H), 6.89 (d, J=7.32 Hz, 1H), 4.77-5.18 (m, 2H), 4.... The product is C(#N)C1=C(N(C2=CC=CC(=C12)C1=C(C=CC=C1)C)CCCOC1=CC=CC2=CC=CC=C12)C(=O)O (3-cyano-4-(2-methylphenyl)-1-(3-(1-naphthyloxy)propyl)-1H-indole-2-carboxylic acid). Reaction SMILES: [C:1]([C:3]1[C:11]2[C:6](=[CH:7][CH:8]=[CH:9][C:10]=2[C:12]2[CH:17]=[CH:16][CH:15]=[CH:14][C:13]=2[CH3:18])[N:5]([CH2:19][CH2:20][CH2:21][O:22][C:23]2[C:32]3[C:27](=[CH:28][CH:29]=[CH:30][CH:31]=3)[CH:26]=[CH:25][CH:24]=2)[C:4]=1[C:33]([O:35]C)=[O:34])#[N:2].[OH-].[Na+].Cl>O1CCCC1.CO>[C:1]([C:3]1[C:11]2[C:6](=[CH:7][CH:8]=[CH:9][C:10]=2[C:12]2[CH:17]=[CH:16][CH:15]=[CH:14][C:13]=2[CH3:18])[N:5]([CH2:19][CH2:20][CH2:21][O:22][C:23]2[C:32]3[C:27](=[CH:28][CH:29]=[CH:30][CH:31]=3)[CH:26]=[CH:25][CH:24]=2)[C:4]=1[C:33]([OH:35])=[O:34])#[N:2] |f:1.2|. The solvent is O1CCCC1 (tetrahydrofuran), CO (methanol). Starting materials: C(#N)C1=C(N(C2=CC=CC(=C12)C1=C(C=CC=C1)C)CCCOC1=CC=CC2=CC=CC=C12)C(=O)OC (methyl 3-cyano-1-(3-(naphthalen-1-yloxy)propyl)-4-o-tolyl-1H-indole-2-carboxylate), [OH-].[Na+] (sodium hydroxide), Cl (HCl). The reactants are COC(=O)c1cc(CCCOP(=O)(OCc2ccccc2)OCc2ccccc2)cc(C)c1OC(C)=O, CO, [K+], [K+], O=C([O-])[O-]. Yields the product COC(=O)c1cc(CCCOP(=O)(OCc2ccccc2)OCc2ccccc2)cc(C)c1O. Reaction SMILES: [C:7](=[O:8])([CH3:9])[O:10][c:11]1[c:12]([C:13](=[O:14])[O:15][CH3:16])[cH:17][c:18]([CH2:22][CH2:23][CH2:24][O:25][P:26](=[O:27])([O:28][CH2:29][c:30]2[cH:31][cH:32][cH:33][cH:34][cH:35]2)[O:36][CH2:37][c:38]2[cH:39][cH:40][cH:41][cH:42][cH:43]2)[cH:19][c:20]1[CH3:21].[CH3:44][OH:45].[K+:1].[K+:2].[O-:3][C:4]([O-:5])=[O:6]>>[OH:10][c:11]1[c:12]([C:13](=[O:14])[O:15][CH3:16])[cH:17][c:18]([CH2:22][CH2:23][CH2:24][O:25][P:26](=[O:27])([O:28][CH2:29][c:30]2[cH:31][cH:32][cH:33][cH:34][cH:35]2)[O:36][CH2:37][c:38]2[cH:39][cH:40][cH:41][cH:42][cH:43]2)[cH:19][c:20]1[CH3:21]. Reactants: CCN(C(C)C)C(C)C (DIEA), CC1=CNC2=NC=C(C(=C21)N2CCNCC2)C2=CC=CC=C2 (3-Methyl-5-phenyl-4-(piperazin-1-yl)-1H-pyrrolo[2,3-b]pyridine), CCN=C=NCCCN(C)C (EDCI), C(C)(C)(C)OC(=O)N[C@@H](C(=O)O)CC1=CC=C(C=C1)Cl ((R)-2-(tert-butoxycarbonylamino)-3-(4-chlorophenyl)propanoic acid), C=1C=CC2=C(C1)N=NN2O.O (HOBT H2O), C(=O)([O-])[O-].[Na+].[Na+] (Na2CO3). The solvent is C(Cl)Cl (DCM). Run at time 5 hour. Product: ClC1=CC=C(C=C1)C[C@H](C(=O)N1CCN(CC1)C1=C2C(=NC=C1C1=CC=CC=C1)NC=C2C)NC(OC(C)(C)C)=O ((R)-tert-butyl 3-(4-chlorophenyl)-1-(4-(3-methyl-5-phenyl-1H-pyrrolo[2,3-b]pyridin-4-yl)piperazin-1-yl)-1-oxopropan-2-ylcarbamate). The yield is 37.3%. RXN SMILES: [CH3:1][C:2]1[C:10]2[C:5](=[N:6][CH:7]=[C:8]([C:17]3[CH:22]=[CH:21][CH:20]=[CH:19][CH:18]=3)[C:9]=2[N:11]2[CH2:16][CH2:15][NH:14][CH2:13][CH2:12]2)[NH:4][CH:3]=1.[C:23]([O:27][C:28]([NH:30][C@H:31]([CH2:35][C:36]1[CH:41]=[CH:40][C:39]([Cl:42])=[CH:38][CH:37]=1)[C:32](O)=[O:33])=[O:29])([CH3:26])([CH3:25])[CH3:24].C1C=CC2N(O)N=NC=2C=1.O.CCN=C=NCCCN(C)C.CCN(C(C)C)C(C)C.C([O-])([O-])=O.[Na+].[Na+]>C(Cl)Cl>[Cl:42][C:39]1[CH:40]=[CH:41][C:36]([CH2:35][C@@H:31]([NH:30][C:28](=[O:29])[O:27][C:23]([CH3:25])([CH3:24])[CH3:26])[C:32]([N:14]2[CH2:13][CH2:12][N:11]([C:9]3[C:8]([C:17]4[CH:18]=[CH:19][CH:20]=[CH:21][CH:22]=4)=[CH:7][N:6]=[C:5]4[NH:4][CH:3]=[C:2]([CH3:1])[C:10]=34)[CH2:16][CH2:15]2)=[O:33])=[CH:37][CH:38]=1 |f:2.3,6.7.8|. Procedure details: 3-Methyl-5-phenyl-4-(piperazin-1-yl)-1H-pyrrolo[2,3-b]pyridine (0.050 g, 0.14 mmol, see Example 15), (R)-2-(tert-butoxycarbonylamino)-3-(4-chlorophenyl)propanoic acid (0.0451 g, 0.151 mmol), HOBT-H2O (0.0293 g, 0.192 mmol) and EDCI (0.0341 g, 0.178 mmol) were placed in DCM (5 mL) at room temperature. DIEA (d 0.742; 0.119 mL, 0.684 mmol) was then added, and the reaction was stirred for 5 hours. The reaction was then poured into saturated Na2CO3 and extracted into DCM. The reaction was then dried,... Starting materials: FC1=C(C=C(C=C1)OC(F)(F)F)CN ((2-fluoro-5-(trifluoromethoxy)phenyl)methanamine), BrC1=CN2C(S1)=NC(=C2)C(=O)O (2-bromoimidazo[2,1-b]thiazole-6-carboxylic acid). Product: BrC1=CN2C(S1)=NC(=C2)C(=O)NCC2=C(C=CC(=C2)OC(F)(F)F)F (2-Bromo-N-(2-fluoro-5-(trifluoromethoxy)benzyl)imidazo[2,1-b]thiazole-6-carboxamide). Reaction SMILES: [F:1][C:2]1[CH:7]=[CH:6][C:5]([O:8][C:9]([F:12])([F:11])[F:10])=[CH:4][C:3]=1[CH2:13][NH2:14].[Br:15][C:16]1[S:20][C:19]2=[N:21][C:22]([C:24](O)=[O:25])=[CH:23][N:18]2[CH:17]=1>>[Br:15][C:16]1[S:20][C:19]2=[N:21][C:22]([C:24]([NH:14][CH2:13][C:3]3[CH:4]=[C:5]([O:8][C:9]([F:11])([F:12])[F:10])[CH:6]=[CH:7][C:2]=3[F:1])=[O:25])=[CH:23][N:18]2[CH:17]=1. Procedure: The title compound was prepared by essentially following the same procedures described for Intermediate XLIV, using (2-fluoro-5-(trifluoromethoxy)phenyl)methanamine and 2-bromoimidazo[2,1-b]thiazole-6-carboxylic acid as starting materials. Starting materials: C1=C(C=CC2=CC=CC=C12)CN1CCN(CC1)C1=CC=C(C=C1)OC (1-(β-naphthylmethyl)-4-(4-methoxyphenyl)piperazine), Br (hydrogen bromide). Yields the product dihydrobromide, C1=C(C=CC2=CC=CC=C12)CN1CCN(CC1)C1=CC=C(C=C1)O (1-(β-naphthylmethyl)-4-(4-hydroxyphenyl)piperazine). Reaction SMILES: [CH:1]1[C:10]2[C:5](=[CH:6][CH:7]=[CH:8][CH:9]=2)[CH:4]=[CH:3][C:2]=1[CH2:11][N:12]1[CH2:17][CH2:16][N:15]([C:18]2[CH:23]=[CH:22][C:21]([O:24]C)=[CH:20][CH:19]=2)[CH2:14][CH2:13]1.Br>>[CH:1]1[C:10]2[C:5](=[CH:6][CH:7]=[CH:8][CH:9]=2)[CH:4]=[CH:3][C:2]=1[CH2:11][N:12]1[CH2:17][CH2:16][N:15]([C:18]2[CH:23]=[CH:22][C:21]([OH:24])=[CH:20][CH:19]=2)[CH2:14][CH2:13]1. Procedure details: A solution of 2.0 g. of 1-(β-naphthylmethyl)-4-(4-methoxyphenyl)piperazine as prepared in Example 4 in 100 ml. of hot 48% hydrogen bromide is refluxed for 2 hours. The solution is then cooled and filtered. The collected precipitate is then recrystallized from isobutyl alcohol to yield the dihydrobromide salt of 1-(β-naphthylmethyl)-4-(4-hydroxyphenyl)piperazine having a melting point of 225°-227° C. Starting materials: COC=1C=C(C(=O)N2CC(CC2)(C2=CC(=C(C=C2)F)F)CCN2CCC(CC2)NC2=NC3=C(N2CCS(=O)(=O)C)C=CC=C3)C=C(C1OC)OC (1-(3,4,5-trimethoxybenzoyl)-3-(2-(4-(1-(2-methylsulfonylethyl)-1H-benzimidazol-2-yl-amino)piperidin-1-yl)ethyl)-3-(3,4-difluorophenyl) pyrrolidine), C(C)(=O)OCC (ethyl acetate), CS(=O)(=O)O (methanesulfonic acid). Solvent: C(C)OCC (diethyl ether). Conditions: time 1 hour. Yields the product CS(=O)(=O)O.COC=1C=C(C(=O)N2CC(CC2)(C2=CC(=C(C=C2)F)F)CCN2CCC(CC2)NC2=NC3=C(N2CCS(=O)(=O)C)C=CC=C3)C=C(C1OC)OC (1-(3,4,5-trimethoxybenzoyl)-3-(2-(4-(1-(2-methylsulfonylethyl)-1H-benzimidazol-2-yl-amino)piperidin-1-yl)ethyl)-3-(3,4-difluorophenyl) Pyrrolidine Methanesulfonic Acid Salt). RXN SMILES: [CH3:1][O:2][C:3]1[CH:4]=[C:5]([CH:45]=[C:46]([O:50][CH3:51])[C:47]=1[O:48][CH3:49])[C:6]([N:8]1[CH2:12][CH2:11][C:10]([CH2:21][CH2:22][N:23]2[CH2:28][CH2:27][CH:26]([NH:29][C:30]3[N:34]([CH2:35][CH2:36][S:37]([CH3:40])(=[O:39])=[O:38])[C:33]4[CH:41]=[CH:42][CH:43]=[CH:44][C:32]=4[N:31]=3)[CH2:25][CH2:24]2)([C:13]2[CH:18]=[CH:17][C:16]([F:19])=[C:15]([F:20])[CH:14]=2)[CH2:9]1)=[O:7].C(OCC)(=O)C.[CH3:58][S:59]([OH:62])(=[O:61])=[O:60]>C(OCC)C>[CH3:58][S:59]([OH:62])(=[O:61])=[O:60].[CH3:51][O:50][C:46]1[CH:45]=[C:5]([CH:4]=[C:3]([O:2][CH3:1])[C:47]=1[O:48][CH3:49])[C:6]([N:8]1[CH2:12][CH2:11][C:10]([CH2:21][CH2:22][N:23]2[CH2:28][CH2:27][CH:26]([NH:29][C:30]3[N:34]([CH2:35][CH2:36][S:37]([CH3:40])(=[O:38])=[O:39])[C:33]4[CH:41]=[CH:42][CH:43]=[CH:44][C:32]=4[N:31]=3)[CH2:25][CH2:24]2)([C:13]2[CH:18]=[CH:17][C:16]([F:19])=[C:15]([F:20])[CH:14]=2)[CH2:9]1)=[O:7] |f:4.5|. Reported procedure: Combine 1-(3,4,5-trimethoxybenzoyl)-3-(2-(4-(1-(2-methylsulfonylethyl)-1H-benzimidazol-2-yl-amino)piperidin-1-yl)ethyl)-3-(3,4-difluorophenyl) pyrrolidine (1.0 g, 1.38 mmol) and ethyl acetate (50 mL). Add methanesulfonic acid (0.27 g, 2.76 mmol). Heat to reflux. After 1 hour, cool to ambient temperature and stir. After 40 hours, add diethyl ether (150 mL) to give a solid. Repeatedly, decant the solvent add diethyl ether before collecting the solid and drying in vacuo to give the title compound.